From a dataset of the Open Reaction Database (ORD), a public repository of structured organic reaction records. describe an organic reaction: reactants, conditions, products, and yield The reactants are ClC=1C=C(C=CC1F)NC(C(C)(C)OC)=O (N-(3-chloro-4-fluorophenyl)-2-methoxy-2-methylpropionamide), C(CCC)[Li] (n-butyllithium), solid, C(=O)=O (carbon dioxide). The solvent is hexanes, O1CCCC1 (tetrahydrofuran). The product is COC(C)(C)C=1OC2=C(N1)C=CC(=C2C(=O)O)F ([2-(1-methoxy-1-methylethyl)-6-fluorobenzoxazol-7-yl]carboxylic acid). Reaction SMILES: Cl[C:2]1[CH:3]=[C:4]([NH:9][C:10](=[O:16])[C:11]([O:14][CH3:15])([CH3:13])[CH3:12])[CH:5]=[CH:6][C:7]=1[F:8].C([Li])CCC.[C:22](=[O:24])=[O:23]>O1CCCC1>[CH3:15][O:14][C:11]([C:10]1[O:16][C:5]2[C:6]([C:22]([OH:24])=[O:23])=[C:7]([F:8])[CH:2]=[CH:3][C:4]=2[N:9]=1)([CH3:13])[CH3:12]. Procedure details: An additional 2.1 grams of [2-(1-methoxy-1-methylethyl)-6-fluorobenzoxazol-7-yl]carboxylic acid of was prepared in the manner of Step B, Example 1, with 4.2 grams (17 mmole) of N-(3-chloro-4-fluorophenyl)-2-methoxy-2-methylpropionamide, 120 mL of tetrahydrofuran, 16 mL (40 mmole) of 2.5M n-butyllithium in hexanes, and 3.0 grams of solid carbon dioxide as reagents. The NMR spectrum was consistent with the proposed structure.